From a dataset of the Open Reaction Database (ORD), a public repository of structured organic reaction records. describe an organic reaction: reactants, conditions, products, and yield Product: C=C(Cl)CSc1cc([N+](=O)[O-])ccc1Cl. Reaction SMILES: [CH3:23][CH2:24][O:25][C:26]([CH3:27])=[O:28].[Cl:12][C:13](=[CH2:14])[CH2:15][Cl:16].[Cl:1][c:2]1[c:3]([SH:11])[cH:4][c:5]([N+:8](=[O:9])[O-:10])[cH:6][cH:7]1.[K+:17].[K+:18].[O-:19][C:20]([O-:21])=[O:22].[O:29]=[CH:30][N:31]([CH3:32])[CH3:33].[OH2:34]>>[Cl:1][c:2]1[c:3]([S:11][CH2:15][C:13]([Cl:12])=[CH2:14])[cH:4][c:5]([N+:8](=[O:9])[O-:10])[cH:6][cH:7]1. The reactants are CCOC(C)=O, C=C(Cl)CCl, O=[N+]([O-])c1ccc(Cl)c(S)c1, [K+], [K+], O=C([O-])[O-], CN(C)C=O, O. Reaction SMILES: [C:1](=[O:2])([OH:3])[CH2:4][CH2:5][c:6]1[c:7]([CH3:33])[c:8]([C:30]([OH:31])=[O:32])[nH:9][c:10]1[CH:11]=[C:12]1[C:13](=[O:29])[NH:14][c:15]2[cH:16][c:17](-[c:21]3[cH:22][c:23]([O:27][CH3:28])[cH:24][cH:25][cH:26]3)[cH:18][cH:19][c:20]21.[ClH:37].[K+:35].[OH-:34].[OH2:36].[OH:38][CH2:39][CH2:40][OH:41]>>[C:1](=[O:2])([OH:3])[CH2:4][CH2:5][c:6]1[c:7]([CH3:33])[cH:8][nH:9][c:10]1[CH:11]=[C:12]1[C:13](=[O:29])[NH:14][c:15]2[cH:16][c:17](-[c:21]3[cH:22][c:23]([O:27][CH3:28])[cH:24][cH:25][cH:26]3)[cH:18][cH:19][c:20]21. The product is COc1cccc(-c2ccc3c(c2)NC(=O)C3=Cc2[nH]cc(C)c2CCC(=O)O)c1. Reactants: COc1cccc(-c2ccc3c(c2)NC(=O)C3=Cc2[nH]c(C(=O)O)c(C)c2CCC(=O)O)c1, Cl, [K+], [OH-], O, OCCO. Starting materials: CCCN, CCN=C=NCCCN(C)C, CCN(C(C)C)C(C)C, O=C(NC(Cc1ccccc1)C(O)C(=O)O)c1cc2cc(Cl)ncc2[nH]1, CN(C)C=O, On1nnc2ccccc21. Product: CCCNC(=O)C(O)C(Cc1ccccc1)NC(=O)c1cc2cc(Cl)ncc2[nH]1. As a reaction SMILES: [CH2:1]([CH2:2][CH3:3])[NH2:4].[CH3:50][CH2:51][N:52]=[C:53]=[N:54][CH2:55][CH2:56][CH2:57][N:58]([CH3:59])[CH3:60].[CH:41]([N:42]([CH2:43][CH3:44])[CH:45]([CH3:46])[CH3:47])([CH3:48])[CH3:49].[Cl:5][c:6]1[cH:7][c:8]2[c:9]([cH:10][n:11]1)[nH:12][c:13]([C:15](=[O:16])[NH:17][CH:18]([CH:19]([C:20](=[O:21])[OH:22])[OH:23])[CH2:24][c:25]1[cH:26][cH:27][cH:28][cH:29][cH:30]1)[cH:14]2.[O:61]=[CH:62][N:63]([CH3:64])[CH3:65].[OH:31][n:32]1[c:33]2[c:34]([cH:35][cH:36][cH:37][cH:38]2)[n:39][n:40]1>>[CH2:1]([CH2:2][CH3:3])[NH:4][C:20]([CH:19]([CH:18]([NH:17][C:15]([c:13]1[nH:12][c:9]2[c:8]([cH:7][c:6]([Cl:5])[n:11][cH:10]2)[cH:14]1)=[O:16])[CH2:24][c:25]1[cH:26][cH:27][cH:28][cH:29][cH:30]1)[OH:23])=[O:22]. The reactants are C(C)(=O)OCC[N+](C)(C)C (acetylcholine), C1=CC2=C(C=C1O)C(=CN2)CCN (serotonin). The product is C(C)(=O)OCC[N+](C)(C)C.C1=CC2=C(C=C1O)C(=CN2)CCN (Acetylcholine Serotonin). RXN SMILES: [C:1]([O:4][CH2:5][CH2:6][N+:7]([CH3:10])([CH3:9])[CH3:8])(=[O:3])[CH3:2].[CH:11]1[C:16]([OH:17])=[CH:15][C:14]2[C:18]([CH2:21][CH2:22][NH2:23])=[CH:19][NH:20][C:13]=2[CH:12]=1>>[C:1]([O:4][CH2:5][CH2:6][N+:7]([CH3:10])([CH3:9])[CH3:8])(=[O:3])[CH3:2].[CH:11]1[C:16]([OH:17])=[CH:15][C:14]2[C:18]([CH2:21][CH2:22][NH2:23])=[CH:19][NH:20][C:13]=2[CH:12]=1 |f:2.3|. Reported procedure: Microdialysis studies (resting or challenging conditions) in freely moving, male Sprague Dawley rats (Janvier, 295-315 g, n=5-8/treatment group) were performed using stereotactically instrumented microdialysis probes (CMA/12-14-2): mPFC, hippocampus. Aliquots of the same microdialysate fractions (6 before, and 9-12 after compound administration) were analyzed either for acetylcholine or for serotonin by HPLC and electrochemical detection. The reactants are ClC1=C(C=CC=C1C(F)(F)F)N1CC(CC1)O (1-[2-chloro-3-(trifluoromethyl)phenyl]pyrrolidin-3-ol), FC(C=1C=C(C=CC1)N1CC(CC1)O)(F)F (1-[3-(trifluoromethyl)phenyl]pyrrolidin-3-ol), CC1=CC=C(C=C1)S(=O)(=O)OC1CN(CC1)C1=C(C(=CC=C1)C(F)(F)F)Cl (1-[2-chloro-3-(trifluoromethyl)phenyl]pyrrolidin 3-yl 4-methylbenzenesulfonate). Yields the product CC1=CC=C(C=C1)S(=O)(=O)OC1CN(CC1)C1=CC(=CC=C1)C(F)(F)F (1-[3-(trifluoromethyl)phenyl]pyrrolidin-3-yl 4-methylbenzenesulfonate), crystals. The yield is 69.0%. RXN SMILES: [CH3:1][C:2]1[CH:7]=[CH:6][C:5]([S:8]([O:11][CH:12]2[CH2:16][CH2:15][N:14]([C:17]3[CH:22]=[CH:21][CH:20]=[C:19]([C:23]([F:26])([F:25])[F:24])[C:18]=3Cl)[CH2:13]2)(=[O:10])=[O:9])=[CH:4][CH:3]=1.ClC1C(C(F)(F)F)=CC=CC=1N1CCC(O)C1.FC(F)(F)C1C=C(N2CCC(O)C2)C=CC=1>>[CH3:1][C:2]1[CH:3]=[CH:4][C:5]([S:8]([O:11][CH:12]2[CH2:16][CH2:15][N:14]([C:17]3[CH:22]=[CH:21][CH:20]=[C:19]([C:23]([F:26])([F:24])[F:25])[CH:18]=3)[CH2:13]2)(=[O:9])=[O:10])=[CH:6][CH:7]=1. Reported procedure: A mixture of 1-[2-chloro-3-(trifluoromethyl)phenyl]pyrrolidin 3-yl 4-methylbenzenesulfonate and 1-[3-(trifluoromethyl)phenyl]pyrrolidin-3-yl 4-methylbenzenesulfonate was obtained as white crystals (3.35 g, yield 69%) from a mixture of 1-[2-chloro-3-(trifluoromethyl)phenyl]pyrrolidin-3-ol and 1-[3-(trifluoromethyl)phenyl]pyrrolidin-3-ol obtained in Reference Example 26 by a method similar to that in Reference Example 24. This was used for the next reaction without performing further purification. Reactants: CS(=O)C (DMSO), C(C1=CC=CC=C1)Br (benzyl bromide), C(C)(C)(C)C1=CC(=C(C=C1)N)[N+](=O)[O-] (4-tert-butyl-2-nitrophenylamine), [OH-].[K+] (potassium hydroxide). Solvent: O (Water), C1(=CC=CC=C1)C (Toluene). The product is C(C1=CC=CC=C1)NC1=C(C=C(C=C1)C(C)(C)C)[N+](=O)[O-] (Benzyl-(4-tert-butyl-2-nitrophenyl)amine). Yield: 63.9%. RXN SMILES: CS(C)=O.[C:5]([C:9]1[CH:14]=[CH:13][C:12]([NH2:15])=[C:11]([N+:16]([O-:18])=[O:17])[CH:10]=1)([CH3:8])([CH3:7])[CH3:6].[OH-].[K+].[CH2:21](Br)[C:22]1[CH:27]=[CH:26][CH:25]=[CH:24][CH:23]=1>O.C1(C)C=CC=CC=1>[CH2:21]([NH:15][C:12]1[CH:13]=[CH:14][C:9]([C:5]([CH3:8])([CH3:6])[CH3:7])=[CH:10][C:11]=1[N+:16]([O-:18])=[O:17])[C:22]1[CH:27]=[CH:26][CH:25]=[CH:24][CH:23]=1 |f:2.3|. Procedure: A reactor was charged with DMSO (6 L), followed by 4-tert-butyl-2-nitrophenylamine (Preparation 108, 3.0 kg, 15.4 mol) and potassium hydroxide (1.32 kg, 23.5 mol). The mixture was stirred at room temperature for twenty minutes. Toluene (12 L) was added and the mixture stirred for another twenty minutes. After cooling to 10° C., benzyl bromide (3.16 kg, 18.5 mol) was added slowly and the reaction mixture was stirred for 4 hours. Water (30 L) was added, the mixture stirred for 30 minutes and the l...